This data is from the Open Reaction Database (ORD), a public repository of structured organic reaction records. The task is: describe an organic reaction: reactants, conditions, products, and yield Starting materials: O=Cc1cc(Cl)ccc1Cl, Fc1ccccc1S, [Na+], [OH-], O. Product: O=Cc1cc(Cl)ccc1Sc1ccccc1F. As a reaction SMILES: [Cl:3][c:4]1[c:5]([CH:6]=[O:7])[cH:8][c:9]([Cl:12])[cH:10][cH:11]1.[F:13][c:14]1[c:15]([SH:20])[cH:16][cH:17][cH:18][cH:19]1.[Na+:2].[OH-:1].[OH2:21]>>[c:4]1([S:20][c:15]2[c:14]([F:13])[cH:19][cH:18][cH:17][cH:16]2)[c:5]([CH:6]=[O:7])[cH:8][c:9]([Cl:12])[cH:10][cH:11]1. Starting materials: C(=O)(OCC1=CC=CC=C1)N1C[C@H](CC1)N(C(C(COC(C)=O)(C)C)=O)C1CCCCC1 ((3S)-1-Cbz-3-[cyclohexyl (acetyloxypivaloyl)amino]pyrrolidine). Reagents/catalysts: [Pd] (Pd/C). Solvent: O1CCOCC1 (dioxane). Reaction conditions: time 12 hour. The product is C1(CCCCC1)N([C@@H]1CNCC1)C(C(COC(C)=O)(C)C)=O ((3S)-3-[cyclohexyl(acetyloxypivaloyl)amino]pyrrolidine). Yield: 94.1%. As a reaction SMILES: C([N:11]1[CH2:15][CH2:14][C@H:13]([N:16]([CH:27]2[CH2:32][CH2:31][CH2:30][CH2:29][CH2:28]2)[C:17](=[O:26])[C:18]([CH3:25])([CH3:24])[CH2:19][O:20][C:21](=[O:23])[CH3:22])[CH2:12]1)(OCC1C=CC=CC=1)=O>O1CCOCC1.[Pd]>[CH:27]1([N:16]([C:17](=[O:26])[C:18]([CH3:25])([CH3:24])[CH2:19][O:20][C:21](=[O:23])[CH3:22])[C@H:13]2[CH2:14][CH2:15][NH:11][CH2:12]2)[CH2:28][CH2:29][CH2:30][CH2:31][CH2:32]1. Reported procedure: To a solution of (3S)-1-Cbz-3-[cyclohexyl (acetyloxypivaloyl)amino]pyrrolidine (1.00 g, 2.25 mmol), prepared in Step B, in dioxane (10 mL) was added portionwise Pd/C (200 mg), and the mixture was stirred for 12 h under hydrogen. The reaction solution was filtered though Celite and the filtratae concentrated to give the title compound (657 mg, 84%). Reactants: CC1=CC=C(C=C1)B(O)O (4-methylphenylboronic acid), [OH-].[Na+] (NaOH), BrC1=CC=C(C(=O)OCC)C=C1 (ethyl 4-bromobenzoate), C(=O)([O-])[O-].[Na+].[Na+] (Na2CO3). Reagents/catalysts: C=1C=CC(=CC1)[P](C=2C=CC=CC2)(C=3C=CC=CC3)[Pd]([P](C=4C=CC=CC4)(C=5C=CC=CC5)C=6C=CC=CC6)([P](C=7C=CC=CC7)(C=8C=CC=CC8)C=9C=CC=CC9)[P](C=1C=CC=CC1)(C=1C=CC=CC1)C=1C=CC=CC1 (Pd(PPh3)4). The solvent is C(C)O (ethanol), COCCOC (DME). Conditions: time 5 minute. Product: CC1=CC=C(C=C1)C1=CC=C(C=C1)C(=O)O (4′-methyl(1,1′-biphenyl)-4-carboxylic acid). As a reaction SMILES: Br[C:2]1[CH:12]=[CH:11][C:5]([C:6]([O:8]CC)=[O:7])=[CH:4][CH:3]=1.[CH3:13][C:14]1[CH:19]=[CH:18][C:17](B(O)O)=[CH:16][CH:15]=1.C([O-])([O-])=O.[Na+].[Na+].[OH-].[Na+]>COCCOC.C(O)C.C1C=CC([P]([Pd]([P](C2C=CC=CC=2)(C2C=CC=CC=2)C2C=CC=CC=2)([P](C2C=CC=CC=2)(C2C=CC=CC=2)C2C=CC=CC=2)[P](C2C=CC=CC=2)(C2C=CC=CC=2)C2C=CC=CC=2)(C2C=CC=CC=2)C2C=CC=CC=2)=CC=1>[CH3:13][C:14]1[CH:19]=[CH:18][C:17]([C:2]2[CH:3]=[CH:4][C:5]([C:6]([OH:8])=[O:7])=[CH:11][CH:12]=2)=[CH:16][CH:15]=1 |f:2.3.4,5.6,^1:43,45,64,83|. Reported procedure: A room temperature solution of ethyl 4-bromobenzoate (0.70 mL, 4.3 mmol) in DME (20 mL) was treated with Pd(PPh3)4 (246 mg, 0.2 mmol), stirred for 5 minutes, treated with a solution of 4-methylphenylboronic acid (870 mg, 6.4 mmol) in ethanol (10 mL), stirred for 5 minutes, treated with 2M Na2CO3 (18.0 mL, 36.0 mmol), heated to reflux, stirred for 16 hours, and concentrated. The concentrate was dissolved in water (75 mL) and diethyl ether (50 mL), filtered through celite, and extracted with dieth...